Dataset: the Open Reaction Database (ORD), a public repository of structured organic reaction records. Task: describe an organic reaction: reactants, conditions, products, and yield Reactants: C([O-])([O-])=O.[K+].[K+] (Potassium carbonate), OC1=C(C#N)C=CC(=C1OC)OC (2-hydroxy-3,4-dimethoxybenzonitrile), O(S(=O)(=O)C(F)(F)F)CC(F)(F)F (2,2,2-trifluoroethyl triflate). The solvent is CN(C=O)C (dimethylformamide), ClCCl (dichloromethane). Reaction conditions: time 18 hour. Product: COC=1C(=C(C#N)C=CC1OC)OCC(F)(F)F (3,4-Dimethoxy-2-(2,2,2,-trifluoroethoxy)benzonitrile). The yield is 94.7%. Reaction SMILES: C(=O)([O-])[O-].[K+].[K+].[OH:7][C:8]1[C:15]([O:16][CH3:17])=[C:14]([O:18][CH3:19])[CH:13]=[CH:12][C:9]=1[C:10]#[N:11].O([CH2:28][C:29]([F:32])([F:31])[F:30])S(C(F)(F)F)(=O)=O>CN(C)C=O.ClCCl>[CH3:17][O:16][C:15]1[C:8]([O:7][CH2:28][C:29]([F:32])([F:31])[F:30])=[C:9]([CH:12]=[CH:13][C:14]=1[O:18][CH3:19])[C:10]#[N:11] |f:0.1.2|. Procedure details: Potassium carbonate (6.91 g, 0.05 mol) was added to a stirred solution of 2-hydroxy-3,4-dimethoxybenzonitrile (from Example 10(c), 5.61 g, 0.031 mol) in dimethylformamide (30 ml). This was followed by the addition of a solution of 2,2,2-trifluoroethyl triflate (23.2 g, 0.10 mol) in dichloromethane (100 ml) and the reaction was stirred at room temperature for 18 hours. The reaction was partitioned between 2N hydrochloric acid and ethyl acetate, the organic layer separated, washed sequentially wit... Starting materials: CC(C)(CCC=CC(=C)C)O (2,7-dimethyl-5,7-octadien-2-ol), C(C)(=O)OC(=C)C (isopropenyl acetate). Reagents/catalysts: C1(=CC=C(C=C1)S(=O)(=O)O)C (p-toluenesulphonic acid). Run in CCCCCC (hexane). The product is C(C)(=O)OC(C)(CCC=CC(=C)C)C (2,7-dimethyl-5,7-octadien-2-ol acetate). Isolated yield 39.9%. Reaction SMILES: [CH3:1][C:2]([OH:11])([CH2:4][CH2:5][CH:6]=[CH:7][C:8]([CH3:10])=[CH2:9])[CH3:3].[C:12](OC(C)=C)(=[O:14])[CH3:13]>CCCCCC.C1(C)C=CC(S(O)(=O)=O)=CC=1>[C:12]([O:11][C:2]([CH3:1])([CH2:4][CH2:5][CH:6]=[CH:7][C:8]([CH3:10])=[CH2:9])[CH3:3])(=[O:14])[CH3:13]. Procedure: 6.7 g of 2,7-dimethyl-5,7-octadien-2-ol, 13 g of isopropenyl acetate and 0.1 g of p-toluenesulphonic acid are heated at reflux for 3 hours in a three-necked flask provided with a thermometer, stirrer and reflux condenser. The mixture is taken up in 100 ml of hexane and washed with a saturated sodium bicarbonate solution and with water. The solvent is distilled off and the residue fractionally distilled. There are obtained 3.4 g of 2,7-dimethyl-5,7-octadien-2-ol acetate of boiling point 60° C/0.2... The reactants are NC1=CC=C(CC2=NC=3N(C(N(C(C3N2)=O)CC2=C(C=CC=C2)F)=O)CCCC)C=C1 (8-(4-amino-benzyl)-3-butyl-1-(2-fluoro-benzyl)-3,7-dihydro-purine-2,6-dione), CC1=C(C=C(C=C1)C)S(=O)(=O)Cl (2,5-dimethyl-benzenesulfonyl chloride). The product is C(CCC)N1C(N(C(C=2NC(=NC12)CC1=CC=C(C=C1)NS(=O)(=O)C1=C(C=CC(=C1)C)C)=O)CC1=C(C=CC=C1)F)=O (N-{4-[3-Butyl-1-(2-fluoro-benzyl)-2,6-dioxo-2,3,6,7-tetrahydro-1H-purin-8-ylmethyl]-phenyl}-2,5-dimethyl-benzenesulfonamide). Reaction SMILES: [NH2:1][C:2]1[CH:31]=[CH:30][C:5]([CH2:6][C:7]2[NH:15][C:14]3[C:13](=[O:16])[N:12]([CH2:17][C:18]4[CH:23]=[CH:22][CH:21]=[CH:20][C:19]=4[F:24])[C:11](=[O:25])[N:10]([CH2:26][CH2:27][CH2:28][CH3:29])[C:9]=3[N:8]=2)=[CH:4][CH:3]=1.[CH3:32][C:33]1[CH:38]=[CH:37][C:36]([CH3:39])=[CH:35][C:34]=1[S:40](Cl)(=[O:42])=[O:41]>>[CH2:26]([N:10]1[C:9]2[N:8]=[C:7]([CH2:6][C:5]3[CH:4]=[CH:3][C:2]([NH:1][S:40]([C:34]4[CH:35]=[C:36]([CH3:39])[CH:37]=[CH:38][C:33]=4[CH3:32])(=[O:42])=[O:41])=[CH:31][CH:30]=3)[NH:15][C:14]=2[C:13](=[O:16])[N:12]([CH2:17][C:18]2[CH:23]=[CH:22][CH:21]=[CH:20][C:19]=2[F:24])[C:11]1=[O:25])[CH2:27][CH2:28][CH3:29]. Reported procedure: Prepared from 8-(4-amino-benzyl)-3-butyl-1-(2-fluoro-benzyl)-3,7-dihydro-purine-2,6-dione and 2,5-dimethyl-benzenesulfonyl chloride. Purity (ELSD, based on MW=589.7)=85%. Starting materials: ClC=1N=C(C2=C(N1)C=C(S2)CN2CCN(CC2)S(=O)(=O)C)N2CCOCC2 (2-Chloro-6-(4-methanesulfonyl-piperazin-1-ylmethyl)-4-morpholin-4-yl-thieno[3,2-d]pyrimidine), CC1(OB(OC1(C)C)C=1C(=NC(=NC1)N)C(F)(F)F)C (5-(4,4,5,5-tetramethyl-[1,3,2]dioxaborolan-2-yl)-4-trifluoromethyl-pyrimidin-2-ylamine). Yields the product CS(=O)(=O)N1CCN(CC1)CC1=CC=2N=C(N=C(C2S1)N1CCOCC1)C=1C(=NC(=NC1)N)C(F)(F)F (5-(6-((4-(methylsulfonyl)piperazin-1-yl)methyl)-4-morpholinothieno[3,2-d]pyrimidin-2-yl)-4-(trifluoromethyl)pyrimidin-2-amine). Reaction SMILES: Cl[C:2]1[N:3]=[C:4]([N:22]2[CH2:27][CH2:26][O:25][CH2:24][CH2:23]2)[C:5]2[S:10][C:9]([CH2:11][N:12]3[CH2:17][CH2:16][N:15]([S:18]([CH3:21])(=[O:20])=[O:19])[CH2:14][CH2:13]3)=[CH:8][C:6]=2[N:7]=1.CC1(C)C(C)(C)OB([C:36]2[C:37]([C:43]([F:46])([F:45])[F:44])=[N:38][C:39]([NH2:42])=[N:40][CH:41]=2)O1>>[CH3:21][S:18]([N:15]1[CH2:16][CH2:17][N:12]([CH2:11][C:9]2[S:10][C:5]3[C:4]([N:22]4[CH2:27][CH2:26][O:25][CH2:24][CH2:23]4)=[N:3][C:2]([C:36]4[C:37]([C:43]([F:46])([F:45])[F:44])=[N:38][C:39]([NH2:42])=[N:40][CH:41]=4)=[N:7][C:6]=3[CH:8]=2)[CH2:13][CH2:14]1)(=[O:20])=[O:19]. Reported procedure: 2-Chloro-6-(4-methanesulfonyl-piperazin-1-ylmethyl)-4-morpholin-4-yl-thieno[3,2-d]pyrimidine (200 mg), prepared via General Procedure B-3, was coupled to 5-(4,4,5,5-tetramethyl-[1,3,2]dioxaborolan-2-yl)-4-trifluoromethyl-pyrimidin-2-ylamine via General Procedure A to yield 20 mg of 327. MS (Q1) 559.2 (M)+.